The task is: describe an organic reaction: reactants, conditions, products, and yield. This data is from the Open Reaction Database (ORD), a public repository of structured organic reaction records. Starting materials: [BH3-]C#N, CO, [Cl-], [Cl-], Nc1ccc(Cl)cc1, [Na+], O=C1COC1, [Zn+2]. The product is Clc1ccc(NC2COC2)cc1. Reaction SMILES: [C:14]([BH3-:15])#[N:16].[CH3:18][OH:19].[Cl-:20].[Cl-:22].[NH2:1][c:2]1[cH:3][cH:4][c:5]([Cl:6])[cH:7][cH:8]1.[Na+:17].[O:9]1[CH2:10][C:11](=[O:13])[CH2:12]1.[Zn+2:21]>>[NH:1]([c:2]1[cH:3][cH:4][c:5]([Cl:6])[cH:7][cH:8]1)[CH:11]1[CH2:10][O:9][CH2:12]1.